Dataset: the Open Reaction Database (ORD), a public repository of structured organic reaction records. Task: describe an organic reaction: reactants, conditions, products, and yield Starting materials: C(C)(C)(C)O[C@H](C(=O)OCC)C=1C(=NC(=C(C1N1CCC(CC1)(C)C)C1=CC=C(C=C1)OC1=CC=CC=C1)C)C ((S)-ethyl 2-(tert-butoxy)-2-(4-(4,4-dimethylpiperidin-1-yl)-2,6-dimethyl-5-(4-phenoxyphenyl)pyridin-3-yl)acetate), [Li+].[OH-] (LiOH). The yield is 89.7%. The solvent is CCO.O (EtOH H2O). Procedure: A mixture of (S)-ethyl 2-(tert-butoxy)-2-(4-(4,4-dimethylpiperidin-1-yl)-2,6-dimethyl-5-(4-phenoxyphenyl)pyridin-3-yl)acetate (0.016 g, 0.029 mmol) and LiOH (7.03 mg, 0.294 mmol) in 9:1 EtOH/H2O (2 mL) was refluxed for 4 h. The, cooled and purified by prep-HPLC to afford (S)-2-(tert-butoxy)-2-(4-(4,4-dimethylpiperidin-1-yl)-2,6-dimethyl-5-(4-phenoxyphenyl)pyridin-3-yl)acetic acid (0.0132 g, 0.026 mmol, 87% yield) as solid. 1H NMR (500 MHz, CDCl3) δ 7.35-7.40 (m, 2H), 7.22-7.27 (m, 1H), 7.08-7.18... Yields the product C(C)(C)(C)O[C@H](C(=O)O)C=1C(=NC(=C(C1N1CCC(CC1)(C)C)C1=CC=C(C=C1)OC1=CC=CC=C1)C)C ((S)-2-(tert-butoxy)-2-(4-(4,4-dimethylpiperidin-1-yl)-2,6-dimethyl-5-(4-phenoxyphenyl)pyridin-3-yl)acetic acid). Reaction SMILES: [C:1]([O:5][C@@H:6]([C:12]1[C:13]([CH3:40])=[N:14][C:15]([CH3:39])=[C:16]([C:26]2[CH:31]=[CH:30][C:29]([O:32][C:33]3[CH:38]=[CH:37][CH:36]=[CH:35][CH:34]=3)=[CH:28][CH:27]=2)[C:17]=1[N:18]1[CH2:23][CH2:22][C:21]([CH3:25])([CH3:24])[CH2:20][CH2:19]1)[C:7]([O:9]CC)=[O:8])([CH3:4])([CH3:3])[CH3:2].[Li+].[OH-]>CCO.O>[C:1]([O:5][C@@H:6]([C:12]1[C:13]([CH3:40])=[N:14][C:15]([CH3:39])=[C:16]([C:26]2[CH:31]=[CH:30][C:29]([O:32][C:33]3[CH:34]=[CH:35][CH:36]=[CH:37][CH:38]=3)=[CH:28][CH:27]=2)[C:17]=1[N:18]1[CH2:19][CH2:20][C:21]([CH3:25])([CH3:24])[CH2:22][CH2:23]1)[C:7]([OH:9])=[O:8])([CH3:4])([CH3:2])[CH3:3] |f:1.2,3.4|. The reactants are [N+](=O)([O-])C1=CC=C(CP(O)(O)=O)C=C1 (4-Nitrobenzylphosphonic acid), C(C)C(CO)(CO)C (2-ethyl-2-methyl-1,3-propanediol). Product: C(C)C1(COP(OC1)(CC1=CC=C(C=C1)[N+](=O)[O-])=O)C (5-ethyl-5-methyl-2-(4-nitrobenzyl)-1,3,2-dioxaphosphorinan-2-oxide). RXN SMILES: [N+:1]([C:4]1[CH:14]=[CH:13][C:7]([CH2:8][P:9](=[O:12])([OH:11])[OH:10])=[CH:6][CH:5]=1)([O-:3])=[O:2].[CH2:15]([C:17]([CH3:22])([CH2:20]O)[CH2:18]O)[CH3:16]>>[CH2:15]([C:17]1([CH3:22])[CH2:20][O:11][P:9](=[O:10])([CH2:8][C:7]2[CH:13]=[CH:14][C:4]([N+:1]([O-:3])=[O:2])=[CH:5][CH:6]=2)[O:12][CH2:18]1)[CH3:16]. Procedure: 4-Nitrobenzylphosphonic acid and 2-ethyl-2-methyl-1,3-propanediol were treated in the same manner as in Reference Example 20 to yield 5-ethyl-5-methyl-2-(4-nitrobenzyl)-1,3,2-dioxaphosphorinan-2-oxide, which was then recrystallized from ethanol-hexane to yield colorless prisms having a melting point of 184°-185° C.